Dataset: the Open Reaction Database (ORD), a public repository of structured organic reaction records. Task: describe an organic reaction: reactants, conditions, products, and yield The reactants are [H]C(C1=CC=C(C(F)(F)F)C=C1)=O, O=C(N(C)OC)CC(O)=O. The reagents and catalysts are CN(C)c1ccncc1, 4Å Molecular Sieve, C1CNCCO1. Run in C1COCC1. Reaction conditions: temperature 25 celsius, time 24 hour. The product is O=C(N(C)OC)/C=C/C1=CC=C(C(F)(F)F)C=C1. The yield is 22.0%. RXN SMILES: [CH3:1][N:2]1[C:15]2[C:10](=[CH:11][CH:12]=[CH:13][CH:14]=2)[C:4]2([CH2:9][CH2:8][NH:7][CH2:6][CH2:5]2)[CH2:3]1.Br[CH2:17][C:18]1[CH:26]=[CH:25][C:21]([C:22]([OH:24])=[O:23])=[CH:20][CH:19]=1.C(N(CC)C(C)C)(C)C>C(O)C>[CH3:1][N:2]1[C:15]2[C:10](=[CH:11][CH:12]=[CH:13][CH:14]=2)[C:4]2([CH2:5][CH2:6][N:7]([CH2:17][C:18]3[CH:26]=[CH:25][C:21]([C:22]([OH:24])=[O:23])=[CH:20][CH:19]=3)[CH2:8][CH2:9]2)[CH2:3]1. Procedure details: A mixed solution of 1-methylspiro[indolin-3,4′-piperidine] (1.0 g) synthesized according to a method described in [WO 2011/046851 pamphlet, (preparation 15)], 4-(bromomethyl) benzoic acid (1.08 g), and N,N-diisopropylethylamine (2.61 mL) in ethanol (20 mL) was heated and refluxed for 2 hours. To the resultant reaction mixture, N,N-diisopropylethylamine (1.04 mL) was further added, and the resultant reaction mixture was heated and refluxed for 2 hours. The reaction solution was left to reach room... The reactants are BrCC1=CC=C(C(=O)O)C=C1 (4-(bromomethyl) benzoic acid), C(C)(C)N(C(C)C)CC (N,N-diisopropylethylamine), CN1CC2(CCNCC2)C2=CC=CC=C12 (1-methylspiro[indolin-3,4′-piperidine]), C(C)(C)N(C(C)C)CC (N,N-diisopropylethylamine). The solvent is C(C)O (ethanol). The yield is 142.5%. Yields the product CN1CC2(CCN(CC2)CC2=CC=C(C(=O)O)C=C2)C2=CC=CC=C12 (4-((1-methylspiro[indolin-3,4′-piperidin]-1′-yl)methyl) benzoic acid). Reactants: C(C)C=1C(=C(C(=O)OC)C(=CC1)NS(=O)(=O)C1=C(C=CC=C1)CCC1=CC=CC=C1)OC (methyl 3-ethyl-2-methoxy-6-({[2-(2-phenylethyl)phenyl]sulfonyl}amino)benzoate), Example 576A, [Li+].[OH-] (LiOH). Reported procedure: A mixture of Example 575A and Example 576A (0.10 g) was treated with LiOH according to the procedure of Example 385I, giving the title compound, 12.4 mg, and Example 576B, 42 mg. 1H NMR (DMSO-d6) δ 1.06 (t, 3H), 2.42 (q, 2H), 2.84 (t, 2H), 3.15 (t, 2H), 3.62 (s, 3H), 6.74 (d, 1H), 7.18-7.22 (m, 2H), 7.14-7.30 (m, 4H), 7.35 (t, 1H), 7.45 (d, 1H), 7.55 (t, 1H), 7.80 (d, 1H), 9.95 (s, 1H), 13.20 (br s, 1H); MS (ESI(−)) m/e 438 (M−H)−. The product is C(C)C=1C(=C(C(=O)O)C(=CC1)NS(=O)(=O)C1=C(C=CC=C1)CCC1=CC=CC=C1)OC (3-ethyl-2-methoxy-6-({[2-(2-phenylethyl)phenyl]sulfonyl}amino)benzoic acid). RXN SMILES: [CH2:1]([C:3]1[C:4]([O:31][CH3:32])=[C:5]([C:10]([NH:13][S:14]([C:17]2[CH:22]=[CH:21][CH:20]=[CH:19][C:18]=2[CH2:23][CH2:24][C:25]2[CH:30]=[CH:29][CH:28]=[CH:27][CH:26]=2)(=[O:16])=[O:15])=[CH:11][CH:12]=1)[C:6]([O:8]C)=[O:7])[CH3:2].[Li+].[OH-]>>[CH2:1]([C:3]1[C:4]([O:31][CH3:32])=[C:5]([C:10]([NH:13][S:14]([C:17]2[CH:22]=[CH:21][CH:20]=[CH:19][C:18]=2[CH2:23][CH2:24][C:25]2[CH:30]=[CH:29][CH:28]=[CH:27][CH:26]=2)(=[O:16])=[O:15])=[CH:11][CH:12]=1)[C:6]([OH:8])=[O:7])[CH3:2] |f:1.2|. Starting materials: CN1CC(CC1)N1N=CC(=C1)[N+](=O)[O-] (1-(1-methylpyrrolidin-3-yl)-4-nitro-1H-pyrazole). The reagents and catalysts are [Pd] (Pd/C). Run in CCO (EtOH). The product is CN1CC(CC1)N1N=CC(=C1)N (1-(1-Methylpyrrolidin-3-yl)-1H-pyrazol-4-amine). Reaction SMILES: [CH3:1][N:2]1[CH2:6][CH2:5][CH:4]([N:7]2[CH:11]=[C:10]([N+:12]([O-])=O)[CH:9]=[N:8]2)[CH2:3]1>CCO.[Pd]>[CH3:1][N:2]1[CH2:6][CH2:5][CH:4]([N:7]2[CH:11]=[C:10]([NH2:12])[CH:9]=[N:8]2)[CH2:3]1. Procedure: A solution of 1-(1-methylpyrrolidin-3-yl)-4-nitro-1H-pyrazole A23 (0.575 g, 2.93 mmol) and 10% Pd/C (0.061 g) in EtOH (15 mL) was stirred under a hydrogen atmosphere for 16 hours. The reaction mixture was filtered through Celite and the solvent was removed in vacuo to give the title compound A24 as a red oil (0.555 g, quantitative). 1H NMR (300 MHz, MeOD) δ 2.27-2.42 (m, 1H), 2.72-2.76 (m, 2H), 3.02-3.10 (m, 1H), 3.46-3.55 (m, 1H), 3.70-3.85 (m, 4H), 5.14-5.26 (m, 1H), 7.33 (s, 1H), 7.46 (m, 1H)... The reactants are NCCOCCOCC=1NC(=C(C(C1C(=O)OCC)C1=C(C(=CC=C1)Cl)Cl)C(=O)OC)C ((-)-2-{[2-(2-Aminoethoxy)ethoxy]methyl}-4-(2,3-dichlorophenyl)-3-ethoxycarbonyl-5-methoxycarbonyl-6-methyl-1,4-dihydropyridine), C(C(O)C(O)C(=O)O)(=O)O ((+)-tartaric acid). As a reaction SMILES: [NH2:1][CH2:2][CH2:3][O:4][CH2:5][CH2:6][O:7][CH2:8][C:9]1[NH:10][C:11]([CH3:32])=[C:12]([C:28]([O:30][CH3:31])=[O:29])[CH:13]([C:20]2[CH:25]=[CH:24][CH:23]=[C:22]([Cl:26])[C:21]=2[Cl:27])[C:14]=1[C:15]([O:17][CH2:18][CH3:19])=[O:16].[C:33]([OH:42])(=[O:41])[CH:34]([CH:36]([C:38]([OH:40])=[O:39])[OH:37])[OH:35]>>[C:38]([CH:36]([CH:34]([C:33]([OH:42])=[O:41])[OH:35])[OH:37])([OH:40])=[O:39].[NH2:1][CH2:2][CH2:3][O:4][CH2:5][CH2:6][O:7][CH2:8][C:9]1[NH:10][C:11]([CH3:32])=[C:12]([C:28]([O:30][CH3:31])=[O:29])[CH:13]([C:20]2[CH:25]=[CH:24][CH:23]=[C:22]([Cl:26])[C:21]=2[Cl:27])[C:14]=1[C:15]([O:17][CH2:18][CH3:19])=[O:16] |f:2.3|. The solvent is ethanolic solution. Procedure details: 0.2 g of the compound of Example 50 is dissolved in 3.1 ml of a 0.133M ethanolic solution of (+)-tartaric acid. After evaporation of the solvent, 0.24 g of the expected salt is obtained. Yields the product C(=O)(O)C(O)C(O)C(=O)O.NCCOCCOCC=1NC(=C(C(C1C(=O)OCC)C1=C(C(=CC=C1)Cl)Cl)C(=O)OC)C ((-)-2-{[2-(2-Aminoethoxy)ethoxy]methyl}-4-(2,3-dichlorophenyl)-3-ethoxycarbonyl-5-methoxycarbonyl-6-methyl-1,4-dihydropyridine (+)-tartrate). Conditions: time 4 hour. The reagents and catalysts are [Pt](=O)=O (platinum (IV) oxide). As a reaction SMILES: [N:1]1[CH:6]=[CH:5][C:4]([C:7]2[C:8](=[O:17])[NH:9][C:10]3[C:15]([CH:16]=2)=[CH:14][CH:13]=[CH:12][CH:11]=3)=[CH:3][CH:2]=1.[ClH:18]>[Pt](=O)=O.C(O)C>[ClH:18].[NH:1]1[CH2:2][CH2:3][CH:4]([CH:7]2[CH2:16][C:15]3[C:10](=[CH:11][CH:12]=[CH:13][CH:14]=3)[NH:9][C:8]2=[O:17])[CH2:5][CH2:6]1 |f:4.5|. Reactants: N1=CC=C(C=C1)C=1C(NC2=CC=CC=C2C1)=O (3-(4-pyridinyl)-2(1H)-quinolone), Cl (hydrochloric acid). Run in C(C)O (ethanol). Product: Cl.N1CCC(CC1)C1C(NC2=CC=CC=C2C1)=O (3,4-dihydro-3-(4-piperidinyl)-2(1H)quinolone-hydrochloride). Procedure: A mixture of 1.1 g (4.949 mmol) of 3-(4-pyridinyl)-2(1H)-quinolone (D. R. Bragg and D. G. Wibberley, J. Chem. Soc. 1961, 5074-5077), 100 ml of ethanol, 5 ml (5 mmol) of 1N hydrochloric acid and 0.2 g platinum (IV) oxide was hydrogenated for 4 hours at room temperature. The catalyst was filtered off, the filtrate evaporated down in vacuo and the residue was triturated with isopropanol. The precipitated crystals were suction filtered, washed with isopropanol and diethylether and dried in vacuo. Yi... As a reaction SMILES: [OH:1][CH2:2][C:3]1([CH3:19])[NH:8][CH2:7][CH2:6][N:5]([C:9]([O:11][CH2:12][C:13]2[CH:18]=[CH:17][CH:16]=[CH:15][CH:14]=2)=[O:10])[CH2:4]1.[CH3:20][C@H:21]1[CH2:30][C:29]2[C:24](=[CH:25][CH:26]=[C:27]([CH:31]3[CH2:33][O:32]3)[CH:28]=2)[C:23](=[O:34])[O:22]1>CCO>[OH:32][CH:31]([C:27]1[CH:28]=[C:29]2[C:24](=[CH:25][CH:26]=1)[C:23](=[O:34])[O:22][C@@H:21]([CH3:20])[CH2:30]2)[CH2:33][N:8]1[CH2:7][CH2:6][N:5]([C:9]([O:11][CH2:12][C:13]2[CH:18]=[CH:17][CH:16]=[CH:15][CH:14]=2)=[O:10])[CH2:4][C:3]1([CH2:2][OH:1])[CH3:19]. Run in CCO (EtOH). The product is OC(CN1C(CN(CC1)C(=O)OCC1=CC=CC=C1)(C)CO)C=1C=C2C[C@@H](OC(C2=CC1)=O)C (Benzyl 4-(2-hydroxy-2-((S)-3-methyl-1-oxoisochroman-6-yl)ethyl)-3-(hydroxymethyl)-3-methylpiperazine-1-carboxylate). Reaction conditions: temperature 80 celsius. Procedure: To a solution of racemic benzyl 3-(hydroxymethyl)-3-methylpiperazine-1-carboxylate (1.0 g, 3.8 mmol) (prepared as described in US Patent Application Publication No. US2007/0088039A1, Example 10) in EtOH (13 mL) was added (3S)-3-methyl-6-(oxiran-2-yl) isochroman-1-one (773 mg, 3.80 mmol), the resulting mixture was heated at 80° C. for 16 h, the reaction mixture was concentrated to dryness and purified on silica gel to afford the title compound: LC/MS: m/e 469.2 (M+H)+. Reactants: C[C@@H]1OC(C2=CC=C(C=C2C1)C1OC1)=O ((3S)-3-methyl-6-(oxiran-2-yl) isochroman-1-one), OCC1(CN(CCN1)C(=O)OCC1=CC=CC=C1)C (racemic benzyl 3-(hydroxymethyl)-3-methylpiperazine-1-carboxylate). The reactants are C(C)(C)(C)OC(=O)N1CC2=CC=CC(=C2CC1)C(NC1(CC2=CC=CC=C2C1)C(=O)O)=O (5-(2-Carboxy-indan-2-ylcarbamoyl)-3,4-dihydro-1H-isoquinoline-2-carboxylic acid tert-butyl ester), C(=O)(C(F)(F)F)O (TFA). The solvent is solution, C(Cl)Cl (DCM). Conditions: time 2 hour. Product: C(=O)(C(F)(F)F)O (TFA), C1NCCC=2C(=CC=CC12)C(=O)NC1(CC2=CC=CC=C2C1)C(=O)O (2-[(1,2,3,4-tetrahydro-isoquinoline-5-carbonyl)-amino]-indan-2-carboxylic acid). Isolated yield 100.0%. As a reaction SMILES: C(OC([N:8]1[CH2:17][CH2:16][C:15]2[C:10](=[CH:11][CH:12]=[CH:13][C:14]=2[C:18](=[O:32])[NH:19][C:20]2([C:29]([OH:31])=[O:30])[CH2:28][C:27]3[C:22](=[CH:23][CH:24]=[CH:25][CH:26]=3)[CH2:21]2)[CH2:9]1)=O)(C)(C)C.[C:33]([OH:39])([C:35]([F:38])([F:37])[F:36])=[O:34]>C(Cl)Cl>[C:33]([OH:39])([C:35]([F:38])([F:37])[F:36])=[O:34].[CH2:9]1[C:10]2[CH:11]=[CH:12][CH:13]=[C:14]([C:18]([NH:19][C:20]3([C:29]([OH:31])=[O:30])[CH2:28][C:27]4[C:22](=[CH:23][CH:24]=[CH:25][CH:26]=4)[CH2:21]3)=[O:32])[C:15]=2[CH2:16][CH2:17][NH:8]1. Procedure details: 5-(2-Carboxy-indan-2-ylcarbamoyl)-3,4-dihydro-1H-isoquinoline-2-carboxylic acid tert-butyl ester (72) (650 mg, 1.49 mmol) is dissolved in 30% solution of TFA in DCM (10 mL) and the resulting solution is stirred at RT for 2 h. The solution is concentrated to give a TFA salt of 2-[(1,2,3,4-tetrahydro-isoquinoline-5-carbonyl)-amino]-indan-2-carboxylic acid (670 mg, 100%). This TFA salt (250 mg, 0.56 mmol) is dissolved in 6N aqueous solution of HCl (20 mL). The resulting suspension is stirred overni... Procedure details: To a solution of ethanol (10 mL), water (0.09 mL, 5 mmol), hydrogen chloride (9.6 mL, 1M in diethyl ether) was added a solution of 2-(benzhydrylidene-amino)-3-pyridin-4-yl-propionitrile (1.50 g, 5 mmol) in ethanol (10 mL). The reaction was stirred for 30 minutes, then concentrated to one third volume. The crude residue was triturated with five 30 mL portions of hexane:ether (4:1 vol:vol) and seven 30 mL portions of hexane. The precipitate was dried in vacuo to give 2-amino-3-pyridin-4-yl-propion... Conditions: time 30 minute. Run in C(C)O (ethanol), C(C)O (ethanol). Yields the product NC(C#N)CC1=CC=NC=C1 (2-amino-3-pyridin-4-yl-propionitrile), powder. The yield is 99.0%. RXN SMILES: O.Cl.C(=[N:16][CH:17]([CH2:20][C:21]1[CH:26]=[CH:25][N:24]=[CH:23][CH:22]=1)[C:18]#[N:19])(C1C=CC=CC=1)C1C=CC=CC=1>C(O)C>[NH2:16][CH:17]([CH2:20][C:21]1[CH:22]=[CH:23][N:24]=[CH:25][CH:26]=1)[C:18]#[N:19]. Reactants: O (water), Cl (hydrogen chloride), C(C1=CC=CC=C1)(C1=CC=CC=C1)=NC(C#N)CC1=CC=NC=C1 (2-(benzhydrylidene-amino)-3-pyridin-4-yl-propionitrile). Reactants: BrB(Br)Br, COc1ccc(Br)cc1OC1CC1, ClCCl. The product is Oc1ccc(Br)cc1OC1CC1. As a reaction SMILES: [B:14]([Br:15])([Br:16])[Br:17].[Br:1][c:2]1[cH:3][c:4]([O:10][CH:11]2[CH2:12][CH2:13]2)[c:5]([O:8][CH3:9])[cH:6][cH:7]1.[Cl:18][CH2:19][Cl:20]>>[Br:1][c:2]1[cH:3][c:4]([O:10][CH:11]2[CH2:12][CH2:13]2)[c:5]([OH:8])[cH:6][cH:7]1.